Dataset: the Open Reaction Database (ORD), a public repository of structured organic reaction records. Task: describe an organic reaction: reactants, conditions, products, and yield Starting materials: C(C1=CC=CC=C1)OC1=C(C=C(C=C1)C=1C=NC(=NC1)O[C@H]1CN2CCC1CC2)[N+](=O)[O-] ((3R)-3-[5-(4-Benzyloxy-3-nitro-phenyl)-pyrimidin-2-yloxy]-1-aza-bicyclo[2.2.2]octane). Reagents/catalysts: [Pd] (Pd/C). The product is NC1=C(C=CC(=C1)C=1C=NC(=NC1)O[C@H]1CN2CCC1CC2)O (2-Amino-4-{2-[(3R)-1-aza-bicyclo[2.2.2]oct-3-yloxy]-pyrimidin-5-yl}-phenol). Reaction SMILES: C([O:8][C:9]1[CH:14]=[CH:13][C:12]([C:15]2[CH:16]=[N:17][C:18]([O:21][C@@H:22]3[CH:27]4[CH2:28][CH2:29][N:24]([CH2:25][CH2:26]4)[CH2:23]3)=[N:19][CH:20]=2)=[CH:11][C:10]=1[N+:30]([O-])=O)C1C=CC=CC=1>[Pd]>[NH2:30][C:10]1[CH:11]=[C:12]([C:15]2[CH:16]=[N:17][C:18]([O:21][C@@H:22]3[CH:27]4[CH2:26][CH2:25][N:24]([CH2:29][CH2:28]4)[CH2:23]3)=[N:19][CH:20]=2)[CH:13]=[CH:14][C:9]=1[OH:8]. Procedure details: The product of Example 37C (380 mg, 0.88) was hydrogenated under the catalysis of Pd/C (Aldrich, 10 wt. %, 100 mg) according to the procedure of Example 28E. The title compound was obtained as yellow solid (220 mg, yield, 92%). 1H NMR (300 MHz, CD3OD) δ 1.47-1.93 (m, 3 H), 1.95-2.35 (m, 2 H) 2.70-3.05 (m, 5 H), 3.33-3.48 (m, 1 H), 5.04-5.30 (m, J=8.8 Hz, 1 H), 6.72-6.88 (m, 2 H), 6.98 (d, J=1.7 Hz, 1 H), 8.70 (s, 2 H) ppm. MS (DCl/NH3): 313 (M+H)+. Starting materials: Cl, N#C[Cu], N#C[K], O=N[O-], Nc1c(I)c(CO)c(I)c(C(=O)O)c1I, [Na+], [Na+], [OH-], O, O=S(=O)(O)O. The product is N#Cc1c(I)c(CO)c(I)c(C(=O)O)c1I. Reaction SMILES: [ClH:33].[Cu:27][C:28]#[N:29].[K:30][C:31]#[N:32].[N:23]([O-:24])=[O:25].[NH2:1][c:2]1[c:3]([I:15])[c:4]([CH2:13][OH:14])[c:5]([I:12])[c:6]([C:7](=[O:8])[OH:9])[c:10]1[I:11].[Na+:17].[Na+:26].[OH-:16].[OH2:34].[S:18](=[O:19])(=[O:20])([OH:21])[OH:22]>>[c:2]1([C:28]#[N:29])[c:3]([I:15])[c:4]([CH2:13][OH:14])[c:5]([I:12])[c:6]([C:7](=[O:8])[OH:9])[c:10]1[I:11].